From a dataset of the Open Reaction Database (ORD), a public repository of structured organic reaction records. describe an organic reaction: reactants, conditions, products, and yield The reactants are COC(=O)c1ccc2[nH]c(C=Cc3ccc(OC)c(OC)c3)nc2c1, CO, [Na+], [OH-]. Product: COc1ccc(C=Cc2nc3cc(C(=O)O)ccc3[nH]2)cc1OC. As a reaction SMILES: [CH3:1][O:2][C:3](=[O:4])[c:5]1[cH:6][c:7]2[c:8]([nH:9][c:10]([CH:12]=[CH:13][c:14]3[cH:15][c:16]([O:22][CH3:23])[c:17]([O:20][CH3:21])[cH:18][cH:19]3)[n:11]2)[cH:24][cH:25]1.[CH3:26][OH:27].[Na+:29].[OH-:28]>>[O:2]=[C:3]([OH:4])[c:5]1[cH:6][c:7]2[c:8]([nH:9][c:10]([CH:12]=[CH:13][c:14]3[cH:15][c:16]([O:22][CH3:23])[c:17]([O:20][CH3:21])[cH:18][cH:19]3)[n:11]2)[cH:24][cH:25]1. Starting materials: C(C)(=O)OCCBr (bromoethyl acetate), C([O-])([O-])=O.[Cs+].[Cs+] (cesium carbonate), ClC1=CC2=C(N=C(S2)N2CCN(CC2)CC2=CC=C(C=C2)OC(C)=O)C=C1 (acetic acid 4-{[4-(6-chlorobenzothiazole-2-yl)piperazine-1-yl]methyl}phenyl ester), [OH-].[Li+] (lithium hydroxide). Run in CN(C=O)C (N,N-dimethylformamide), C(C)(=O)OCC (ethyl acetate), O (Water), C1CCOC1 (THF). Run at time 5 hour. Product: C(C)(=O)OCCOC1=CC=C(C=C1)CN1CCN(CC1)C=1SC2=C(N1)C=CC(=C2)Cl (4-{[4-(6-chlorobenzothiazole-2-yl)piperazine-1-yl]methyl}phenoxyethyl acetate). RXN SMILES: [Cl:1][C:2]1[CH:27]=[CH:26][C:5]2[N:6]=[C:7]([N:9]3[CH2:14][CH2:13][N:12]([CH2:15][C:16]4[CH:21]=[CH:20][C:19]([O:22]C(=O)C)=[CH:18][CH:17]=4)[CH2:11][CH2:10]3)[S:8][C:4]=2[CH:3]=1.[OH-].[Li+].[C:30]([O:33][CH2:34][CH2:35]Br)(=[O:32])[CH3:31].C(=O)([O-])[O-].[Cs+].[Cs+]>C(OCC)(=O)C.O.CN(C)C=O.C1COCC1>[C:30]([O:33][CH2:34][CH2:35][O:22][C:19]1[CH:20]=[CH:21][C:16]([CH2:15][N:12]2[CH2:13][CH2:14][N:9]([C:7]3[S:8][C:4]4[CH:3]=[C:2]([Cl:1])[CH:27]=[CH:26][C:5]=4[N:6]=3)[CH2:10][CH2:11]2)=[CH:17][CH:18]=1)(=[O:32])[CH3:31] |f:1.2,4.5.6|. Procedure details: A mixture of acetic acid 4-{[4-(6-chlorobenzothiazole-2-yl)piperazine-1-yl]methyl}phenyl ester (0.33 g; 0.834 mmol), lithium hydroxide (0.04 g; 0.831 mmol) and THF (8 ml) was stirred at room temperature for 5 hours. The solvent was evaporated under reduced pressure. To the residue were added bromoethyl acetate (0.14 ml; 1.26 mmol), cesium carbonate (0.41 g; 1.26 mmol) and anhydrous N,N-dimethylformamide (4 ml). The mixture was stirred at room temperature for 17 hours. Water and ethyl acetate wer... Reactants: CN1CCN(C)C1=O, CC(=O)O, CS(=O)(=O)Nn1c(=O)[nH]c2cc([N+](=O)[O-])c(F)cc2c1=O, O, c1c[nH]cn1. Product: CS(=O)(=O)Nn1c(=O)[nH]c2cc([N+](=O)[O-])c(-n3ccnc3)cc2c1=O. Reaction SMILES: [CH3:27][N:28]1[CH2:29][CH2:30][N:31]([CH3:32])[C:33]1=[O:34].[CH3:36][C:37](=[O:38])[OH:39].[F:1][c:2]1[cH:3][c:4]2[c:5](=[O:21])[n:6]([NH:16][S:17](=[O:18])(=[O:19])[CH3:20])[c:7](=[O:15])[nH:8][c:9]2[cH:10][c:11]1[N+:12](=[O:13])[O-:14].[OH2:35].[nH:22]1[cH:23][n:24][cH:25][cH:26]1>>[c:2]1(-[n:22]2[cH:23][n:24][cH:25][cH:26]2)[cH:3][c:4]2[c:5](=[O:21])[n:6]([NH:16][S:17](=[O:18])(=[O:19])[CH3:20])[c:7](=[O:15])[nH:8][c:9]2[cH:10][c:11]1[N+:12](=[O:13])[O-:14]. Starting materials: C(C1=CC=CC=C1)C(=O)CC (ethyl benzyl ketone), C(C=C(C)C)Cl (prenyl chloride), [OH-].[Na+] (sodium hydroxide). The reagents and catalysts are [Br-].C(CCCCCCCCCCCCCCC)[N+](C)(C)C (hexadecyl-trimethylammonium bromide). Run in ice water. Reaction conditions: temperature 60 celsius, time 0.5 hour. The product is CC(C)=CCC(C(CC)=O)C1=CC=CC=C1 (2-Methyl-5-phenyl-oct-2-en-6-one). The yield is 75.0%. Reaction SMILES: [OH-].[Na+].[CH2:3]([C:10]([CH2:12][CH3:13])=[O:11])[C:4]1[CH:9]=[CH:8][CH:7]=[CH:6][CH:5]=1.[CH2:14](Cl)[CH:15]=[C:16]([CH3:18])[CH3:17]>[Br-].C([N+](C)(C)C)CCCCCCCCCCCCCCC>[CH3:17][C:16](=[CH:15][CH2:14][CH:3]([C:4]1[CH:9]=[CH:8][CH:7]=[CH:6][CH:5]=1)[C:10](=[O:11])[CH2:12][CH3:13])[CH3:18] |f:0.1,4.5|. Reported procedure: 192 g (2.4 mol) of 50% sodium hydroxide and 6 g of hexadecyl-trimethylammonium bromide are placed in a 2-liter flask provided with a thermometer, stirrer and reflux condenser and there is then added dropwise while stirring within 0.5 hour a mixture of 296 g (2 mol) of ethyl benzyl ketone and 251 g (2.4 mol) of prenyl chloride. The mixture is warmed to 60° C. and stirred for 3 hours. The mixture is left to cool and 500 ml of ice/water are added thereto. The mixture is extracted four times with et... The reactants are BrC=1C(=NC=C(C(=O)NC2=CC=C(C=C2)OC(F)(F)F)C1)N1CCN(CCC1)C (5-bromo-6-(4-methyl-1,4-diazepan-1-yl)-N-(4-(trifluoromethoxy)phenyl)nicotinamide), N1=CC(=CC=C1)B(O)O (pyridin-3-ylboronic acid), C(=O)([O-])[O-].[Na+].[Na+] (Na2CO3), CCO (EtOH). Reagents/catalysts: Cl[Pd]([P](C1=CC=CC=C1)(C2=CC=CC=C2)C3=CC=CC=C3)([P](C4=CC=CC=C4)(C5=CC=CC=C5)C6=CC=CC=C6)Cl (Pd(PPh3)2Cl2). The solvent is COCCOC (DME), O (water). The product is CN1CCN(CCC1)C1=NC=C(C=C1C=1C=NC=CC1)C(=O)NC1=CC=C(C=C1)OC(F)(F)F (2-(4-Methyl-1,4-diazepan-1-yl)-N-(4-(trifluoromethoxy)phenyl)-[3,3′-bipyridine]-5-carboxamide). Reaction SMILES: Br[C:2]1[C:3]([N:22]2[CH2:28][CH2:27][CH2:26][N:25]([CH3:29])[CH2:24][CH2:23]2)=[N:4][CH:5]=[C:6]([CH:21]=1)[C:7]([NH:9][C:10]1[CH:15]=[CH:14][C:13]([O:16][C:17]([F:20])([F:19])[F:18])=[CH:12][CH:11]=1)=[O:8].[N:30]1[CH:35]=[CH:34][CH:33]=[C:32](B(O)O)[CH:31]=1.C([O-])([O-])=O.[Na+].[Na+].CCO>COCCOC.Cl[Pd](Cl)([P](C1C=CC=CC=1)(C1C=CC=CC=1)C1C=CC=CC=1)[P](C1C=CC=CC=1)(C1C=CC=CC=1)C1C=CC=CC=1.O>[CH3:29][N:25]1[CH2:26][CH2:27][CH2:28][N:22]([C:3]2[C:2]([C:32]3[CH:31]=[N:30][CH:35]=[CH:34][CH:33]=3)=[CH:21][C:6]([C:7]([NH:9][C:10]3[CH:15]=[CH:14][C:13]([O:16][C:17]([F:20])([F:19])[F:18])=[CH:12][CH:11]=3)=[O:8])=[CH:5][N:4]=2)[CH2:23][CH2:24]1 |f:2.3.4,^1:56,75|. Reported procedure: A mixture of 5-bromo-6-(4-methyl-1,4-diazepan-1-yl)-N-(4-(trifluoromethoxy)phenyl)nicotinamide (Stage 146.1, 74 mg, 0.150 mmol), pyridin-3-ylboronic acid (18.5 mg, 0.150 mmol) and Na2CO3 (48 mg, 0.450 mmol) in a mixture of DME (3.2 mL), EtOH (0.43 mL), and water (0.64 mL) was flushed with argon. Pd(PPh3)2Cl2 (5.3 mg, 0.0075 mmol) was added and the mixture was subjected to MW irradiation at 125° C. for 30 min. The RM was evaporated to dryness under reduced pressure and the residue was triturated ... The reactants are Cl.CN1CC2=CC(=CC=C2CC1)[N+](=O)[O-] (2-Methyl-7-nitro-1,2,3,4-tetrahydroisoquinoline hydrochloride). Run in CO (methanol), [Pd] (Pd-C). Yields the product Cl.CN1CC2=CC(=CC=C2CC1)N (2-methyl-1,2,3,4-tetrahydroisoquinolin-7-ylamine hydrochloride). RXN SMILES: [ClH:1].[CH3:2][N:3]1[CH2:12][CH2:11][C:10]2[C:5](=[CH:6][C:7]([N+:13]([O-])=O)=[CH:8][CH:9]=2)[CH2:4]1>CO.[Pd]>[ClH:1].[CH3:2][N:3]1[CH2:12][CH2:11][C:10]2[C:5](=[CH:6][C:7]([NH2:13])=[CH:8][CH:9]=2)[CH2:4]1 |f:0.1,4.5|. Procedure details: 2-Methyl-7-nitro-1,2,3,4-tetrahydroisoquinoline hydrochloride was dissolved in methanol and hydrogenated at 50 psi in the presence of a catalytic quantity of 10% Pd-C. After 1 h the mixture was filtered through glass and evaporated to provide 2-methyl-1,2,3,4-tetrahydroisoquinolin-7-ylamine hydrochloride, m.p. 137-138° C.